The task is: describe an organic reaction: reactants, conditions, products, and yield. This data is from the Open Reaction Database (ORD), a public repository of structured organic reaction records. Starting materials: NC1=CC=C(C(=O)NCCCCCCCC)C=C1 (4-amino-N-n-octylbenzamide), ClC(C1=CC=CC=C1)(Cl)Cl (α,α,α-trichlorotoluene). The solvent is C(Cl)(Cl)Cl (CHCl3). Yields the product C(CCCCCCC)NC(=O)C1=CC=C(C=C1)NC(C1=CC=CC=C1)=NC1=CC=C(C=C1)C(NCCCCCCCC)=O (N,N'-Bis(4-n-octylcarbamylphenyl)benzamidine). As a reaction SMILES: [NH2:1][C:2]1[CH:18]=[CH:17][C:5]([C:6]([NH:8][CH2:9][CH2:10][CH2:11][CH2:12][CH2:13][CH2:14][CH2:15][CH3:16])=[O:7])=[CH:4][CH:3]=1.Cl[C:20](Cl)(Cl)[C:21]1[CH:26]=[CH:25][CH:24]=[CH:23][CH:22]=1>C(Cl)(Cl)Cl>[CH2:9]([NH:8][C:6]([C:5]1[CH:4]=[CH:3][C:2]([NH:1][C:20](=[N:1][C:2]2[CH:3]=[CH:4][C:5]([C:6](=[O:7])[NH:8][CH2:9][CH2:10][CH2:11][CH2:12][CH2:13][CH2:14][CH2:15][CH3:16])=[CH:17][CH:18]=2)[C:21]2[CH:26]=[CH:25][CH:24]=[CH:23][CH:22]=2)=[CH:18][CH:17]=1)=[O:7])[CH2:10][CH2:11][CH2:12][CH2:13][CH2:14][CH2:15][CH3:16]. Procedure: N,N'-Bis(4-n-octylcarbamylphenyl)benzamidine (4) was prepared from 4-amino-N-n-octylbenzamide and α,α,α-trichlorotoluene; pale-yellow oil: 1H-NMR (CDCl3) 7.7-6.9 (m, 14H), 6.2 (br t, 2H, J=6 Hz), 3.3 (br q, 4H, J=6 Hz), 1.7-0.7 (m, 30H); IR (CHCl3) 3430, 1640, 1590; MS (m/e) 582 (M+), 335 (base).